Dataset: the Open Reaction Database (ORD), a public repository of structured organic reaction records. Task: describe an organic reaction: reactants, conditions, products, and yield Product: N1(CCCCC1)CC1=CC(=NC=C1)OC\C=C/CNC(CCSCCO)=O (N-[4-(4-Piperidinomethyl-2 -pyridyloxy)-cis-2 -butenyl]-3-(2-hydroxyethylthio)propionamide). The reactants are [H-].[Na+] (sodium hydride), N1(CCCCC1)CC1=CC(=NC=C1)OC\C=C/CNC(CCS)=O (N-[4-(4-piperidinomethyl-2-pyridyloxy)-cis-2-butenyl]-3-mercaptopropionamide), ice water, C(CO)Cl (ethylene chlorohydrin). Run in CN(C=O)C (dimethylformamide). Isolated yield 65.0%. Conditions: time 30 minute. Procedure details: 105 mg of sodium hydride (as a 55% w/w dispersion in mineral oil) were added, whilst ice-cooling and in an atmosphere of nitrogen, to a solution of 0.76 g of N-[4-(4-piperidinomethyl-2-pyridyloxy)-cis-2-butenyl]-3-mercaptopropionamide (prepared as described in Preparation 3) in 24 ml of dimethylformamide, and the resulting mixture was stirred at room temperature for 30 minutes. At the end of this time, 0.16 ml of ethylene chlorohydrin were added to the reaction mixture, whilst ice-cooling. The r... RXN SMILES: [H-].[Na+].[N:3]1([CH2:9][C:10]2[CH:15]=[CH:14][N:13]=[C:12]([O:16][CH2:17]/[CH:18]=[CH:19]\[CH2:20][NH:21][C:22](=[O:26])[CH2:23][CH2:24][SH:25])[CH:11]=2)[CH2:8][CH2:7][CH2:6][CH2:5][CH2:4]1.[CH2:27](Cl)[CH2:28][OH:29]>CN(C)C=O>[N:3]1([CH2:9][C:10]2[CH:15]=[CH:14][N:13]=[C:12]([O:16][CH2:17]/[CH:18]=[CH:19]\[CH2:20][NH:21][C:22](=[O:26])[CH2:23][CH2:24][S:25][CH2:27][CH2:28][OH:29])[CH:11]=2)[CH2:8][CH2:7][CH2:6][CH2:5][CH2:4]1 |f:0.1|.